Task: describe an organic reaction: reactants, conditions, products, and yield. Dataset: the Open Reaction Database (ORD), a public repository of structured organic reaction records Reactants: Intermediate 7, CCN(C(C)C)C(C)C (DIEA), ClC1=CC(=NC=N1)C(=O)Cl (6-chloropyrimidine-4-carbonyl chloride), C(C)(C)(C)OC(NCC1=CC=C(C=C1)N)=O ((4-amino-benzyl)-carbamic acid tert-butyl ester). Solvent: C(Cl)Cl (DCM), C(Cl)Cl (DCM). Yields the product ClC1=CC(=NC=N1)C(=O)NC1=CC=C(CNC(OC(C)(C)C)=O)C=C1 (tert-butyl (4-{[(6-chloropyrimidin-4-yl)carbonyl]amino}benzyl)carbamate). RXN SMILES: [Cl:1][C:2]1[N:7]=[CH:6][N:5]=[C:4]([C:8](Cl)=[O:9])[CH:3]=1.[C:11]([O:15][C:16](=[O:26])[NH:17][CH2:18][C:19]1[CH:24]=[CH:23][C:22]([NH2:25])=[CH:21][CH:20]=1)([CH3:14])([CH3:13])[CH3:12].CCN(C(C)C)C(C)C>C(Cl)Cl>[Cl:1][C:2]1[N:7]=[CH:6][N:5]=[C:4]([C:8]([NH:25][C:22]2[CH:23]=[CH:24][C:19]([CH2:18][NH:17][C:16](=[O:26])[O:15][C:11]([CH3:13])([CH3:14])[CH3:12])=[CH:20][CH:21]=2)=[O:9])[CH:3]=1. Reported procedure: To a cooled (0° C.) solution of 6-chloropyrimidine-4-carbonyl chloride in DCM (30 mL), obtained as described above for Intermediate 7, step 1 (1.43 g; 8.10 mmol) was added dropwise, during a period of 15 minutes, a solution of (4-amino-benzyl)-carbamic acid tert-butyl ester (Astatech, 1.50 g; 6.75 mmol) and DIEA (2.33 ml; 13.5 mmol) in DCM (5 mL). At the end of addition the reaction mixture was concentrated in vacuo, diluted with water and extracted with EtOAc. The resulting precipitate was filt... Reactants: NC1=NN2C(C(=CC=C2)C2=CC=C(C=C2)N(S(=O)(=O)C)C)=N1 (N-[4-(2-amino-[1,2,4]triazolo[1,5-a]pyridin-8-yl)-phenyl]-N-methyl-methanesulfonamide), BrC1=CC=C(C=C1)N1CCN(CC1)C (1-(4-bromo-phenyl)-4-methyl-piperazine), C1(CCCCC1)P(C1=C(C=CC=C1)C1=C(C=CC=C1)P(C1CCCCC1)C1CCCCC1)C1CCCCC1 (2,2′-bis-dicyclohexylphosphanyl-biphenyl). The product is CN(S(=O)(=O)C)C1=CC=C(C=C1)C=1C=2N(C=CC1)N=C(N2)NC2=CC=C(C=C2)N2CCN(CC2)C (N-Methyl-N-(4-{2-[4-(4-methyl-piperazin-1-yl)-phenylamino]-[1,2,4]triazolo[1,5-a]pyridin-8-yl}-phenyl)-methanesulfonamide), solid. The yield is 23.0%. As a reaction SMILES: [NH2:1][C:2]1[N:22]=[C:5]2[C:6]([C:10]3[CH:15]=[CH:14][C:13]([N:16]([CH3:21])[S:17]([CH3:20])(=[O:19])=[O:18])=[CH:12][CH:11]=3)=[CH:7][CH:8]=[CH:9][N:4]2[N:3]=1.Br[C:24]1[CH:29]=[CH:28][C:27]([N:30]2[CH2:35][CH2:34][N:33]([CH3:36])[CH2:32][CH2:31]2)=[CH:26][CH:25]=1.C1(P(C2CCCCC2)C2C=CC=CC=2C2C=CC=CC=2P(C2CCCCC2)C2CCCCC2)CCCCC1>>[CH3:21][N:16]([C:13]1[CH:12]=[CH:11][C:10]([C:6]2[C:5]3[N:4]([N:3]=[C:2]([NH:1][C:24]4[CH:25]=[CH:26][C:27]([N:30]5[CH2:35][CH2:34][N:33]([CH3:36])[CH2:32][CH2:31]5)=[CH:28][CH:29]=4)[N:22]=3)[CH:9]=[CH:8][CH:7]=2)=[CH:15][CH:14]=1)[S:17]([CH3:20])(=[O:19])=[O:18]. Procedure details: N-Methyl-N-(4-{2-[4-(4-methyl-piperazin-1-yl)-phenylamino]-[1,2,4]triazolo[1,5-a]pyridin-8-yl}-phenyl)-methanesulfonamide was prepared from N-[4-(2-amino-[1,2,4]triazolo[1,5-a]pyridin-8-yl)-phenyl]-N-methyl-methanesulfonamide (75.0 mg, 0.236 mmol) and 1-(4-bromo-phenyl)-4-methyl-piperazine (70.0 mg, 0.274 mmol) with 2,2′-bis-dicyclohexylphosphanyl-biphenyl (26.0 mg, 0.0476 mmol) as the ligand in a manner analogous to Step 2d. The title compound was isolated as a tan solid (0.027 g, 23%). MP=205-... Reactants: CC(C)(C)OC(=O)N1CC1, Cc1ccccc1, Clc1ccc(C2=NNCC2c2ccccc2)cc1. Product: CC(C)(C)OC(=O)NCCN1CC(c2ccccc2)C(c2ccc(Cl)cc2)=N1. As a reaction SMILES: [C:19]([CH3:20])([CH3:21])([CH3:22])[O:23][C:24](=[O:25])[N:26]1[CH2:27][CH2:28]1.[CH3:29][c:30]1[cH:31][cH:32][cH:33][cH:34][cH:35]1.[Cl:1][c:2]1[cH:3][cH:4][c:5]([C:8]2=[N:9][NH:10][CH2:11][CH:12]2[c:13]2[cH:14][cH:15][cH:16][cH:17][cH:18]2)[cH:6][cH:7]1>>[Cl:1][c:2]1[cH:3][cH:4][c:5]([C:8]2=[N:9][N:10]([CH2:28][CH2:27][NH:26][C:24]([O:23][C:19]([CH3:20])([CH3:21])[CH3:22])=[O:25])[CH2:11][CH:12]2[c:13]2[cH:14][cH:15][cH:16][cH:17][cH:18]2)[cH:6][cH:7]1. As a reaction SMILES: [CH3:1][NH:2][C:3]([O:5][N:6]=[C:7]([S:9][CH3:10])[CH3:8])=[O:4].[S:11](Cl)(Cl)=[O:12].[CH:15]1([NH:21][P:22](=[S:29])([O:26][CH2:27][CH3:28])[O:23][CH2:24][CH3:25])[CH2:20][CH2:19][CH2:18][CH2:17][CH2:16]1>N1C=CC=CC=1>[CH2:24]([O:23][P:22]([N:21]([CH:15]1[CH2:20][CH2:19][CH2:18][CH2:17][CH2:16]1)[S:11]([CH2:1][NH:2][C:3]([O:5][N:6]=[C:7]([S:9][CH3:10])[CH3:8])=[O:4])=[O:12])([O:26][CH2:27][CH3:28])=[S:29])[CH3:25]. Starting materials: C1(CCCCC1)NP(OCC)(OCC)=S (O,O-diethyl cyclohexylphosphoramidothioate), CNC(=O)ON=C(C)SC (methyl N-[[(methylamino)carbonyl]oxy]ethanimidothioate), S(=O)(Cl)Cl (thionyl chloride). The solvent is N1=CC=CC=C1 (pyridine). Product: C(C)OP(=S)(OCC)N(S(=O)CNC(=O)ON=C(C)SC)C1CCCCC1 (Methyl N-[[[[[(diethoxyphosphinothioyl)cyclohexylamino]sulfinyl]methylamino]carbonyl]oxy]ethanimidothioate), colorless prisms. Procedure: Methyl N-[[[[[(diethoxyphosphinothioyl)cyclohexylamino]sulfinyl]methylamino]carbonyl]oxy]ethanimidothioate was prepared by the procedure employed in Example 9, by reacting methyl N-[[(methylamino)carbonyl]oxy]ethanimidothioate (2.43 g, 0.015 mole), thionyl chloride (1.79 g, 0.015 mole) and O,O-diethyl cyclohexylphosphoramidothioate (3.77 g, 0.015 mole) in pyridine 10 ml. Recrystallization from chloroform-hexane afforded 2.5 g of colorless prisms of the formula below, mp 72~74°. ##STR31## The reactants are C(O)CN (ethanolamine), CC1=C(CN=C=S)C=CC(=C1)C (2,4-Dimethylbenzyl isothiocyanate), C(O)CN (ethanolamine). Run in C1=CC=CC=C1 (benzene), C(C)(C)O (isopropyl alcohol), C(C)(C)O (isopropyl alcohol), C1=CC=CC=C1 (benzene). Product: CC1=C(CNC(=S)NCCO)C=CC(=C1)C (1-(2,4-dimethylbenzyl)-3-(2-hydroxyethyl)thiourea). The yield is 58.0%. Reaction SMILES: [CH3:1][C:2]1[CH:11]=[C:10]([CH3:12])[CH:9]=[CH:8][C:3]=1[CH2:4][N:5]=[C:6]=[S:7].[CH2:13]([CH2:15][NH2:16])[OH:14]>C(O)(C)C.C1C=CC=CC=1>[CH3:1][C:2]1[CH:11]=[C:10]([CH3:12])[CH:9]=[CH:8][C:3]=1[CH2:4][NH:5][C:6]([NH:16][CH2:15][CH2:13][OH:14])=[S:7]. Procedure: 2,4-Dimethylbenzyl isothiocyanate (15.7 grams; 0.08 mole) was mixed with 23 milliliters (ml) of isopropyl alcohol and a solution of ethanolamine (5.8 grams; 0.08 mole) in 23 ml of isopropyl alcohol added dropwise thereto with stirring. The temperature of the reaction mixture was maintained below about 50°C during the ethanolamine addition and then stirred at ambient temperatures for a period of about 16 hours. The reaction mixture was then concentrated to dryness and the residue obtained taken u... Reactants: CNC(=NS(=O)(=O)C(F)(F)F)SC, Cc1nc[nH]c1CSCCN, CCO. Yields the product CNC(=NS(=O)(=O)C(F)(F)F)NCCSCc1[nH]cnc1C. Reaction SMILES: [CH3:12][NH:13][C:14]([S:15][CH3:16])=[N:17][S:18](=[O:19])(=[O:20])[C:21]([F:22])([F:23])[F:24].[CH3:1][c:2]1[n:3][cH:4][nH:5][c:6]1[CH2:7][S:8][CH2:9][CH2:10][NH2:11].[CH3:25][CH2:26][OH:27]>>[CH3:1][c:2]1[n:3][cH:4][nH:5][c:6]1[CH2:7][S:8][CH2:9][CH2:10][NH:11][C:14]([NH:13][CH3:12])=[N:17][S:18](=[O:19])(=[O:20])[C:21]([F:22])([F:23])[F:24]. Starting materials: FC1=CC=C(C=C1)S(=O)(=O)NC1=C(C=CC(=C1)OC)C (4-fluoro-N-[2-methyl-5-(methyloxy)phenyl]benzenesulfonamide), C(C)(C)(C)N=C(N(C)C)N(C)C (2-(tert-butyl)-1,1,3,3-tetramethylguanidine), BrCC(C)C (1-bromo-2-methylpropane). The solvent is C(C)#N (Acetonitrile). Conditions: time 1 hour. The product is FC1=CC=C(C=C1)S(=O)(=O)N(CC(C)C)C1=C(C=CC(=C1)OC)C (4-fluoro-N-[2-methyl-5-(methyloxy)phenyl]-N-(2-methylpropyl)benzenesulfonamide). As a reaction SMILES: [F:1][C:2]1[CH:7]=[CH:6][C:5]([S:8]([NH:11][C:12]2[CH:17]=[C:16]([O:18][CH3:19])[CH:15]=[CH:14][C:13]=2[CH3:20])(=[O:10])=[O:9])=[CH:4][CH:3]=1.[C:21](N=C(N(C)C)N(C)C)([CH3:24])([CH3:23])[CH3:22].BrCC(C)C>C(#N)C>[F:1][C:2]1[CH:7]=[CH:6][C:5]([S:8]([N:11]([C:12]2[CH:17]=[C:16]([O:18][CH3:19])[CH:15]=[CH:14][C:13]=2[CH3:20])[CH2:22][CH:21]([CH3:24])[CH3:23])(=[O:9])=[O:10])=[CH:4][CH:3]=1. Procedure: To a solution of 4-fluoro-N-[2-methyl-5-(methyloxy)phenyl]benzenesulfonamide (185.8 mg, 0.629 mmol) in Acetonitrile (5 mL) was added neat Barton's base (2-(tert-butyl)-1,1,3,3-tetramethylguanidine) (0.131 mL, 0.629 mmol). The reaction mixture was stirred at room temperature for 1 hour. 1-bromo-2-methylpropane (0.137 mL, 1.258 mmol) was then added. The reaction vessel was sealed and heated in Biotage Initiator microwave using initial high absorbance power setting to 150° C. for 25 min. The solven...